This data is from the Open Reaction Database (ORD), a public repository of structured organic reaction records. The task is: describe an organic reaction: reactants, conditions, products, and yield The reactants are CC#CCO, CS(=O)(=O)c1nsc(CC2CCCCC2)n1, CN(C)C=O, [H-], [Na+]. Yields the product CC#CCOc1nsc(CC2CCCCC2)n1. Reaction SMILES: [CH2:17]([C:18]#[C:19][CH3:20])[OH:21].[CH3:1][S:2](=[O:3])(=[O:4])[c:5]1[n:6][s:7][c:8]([CH2:10][CH:11]2[CH2:12][CH2:13][CH2:14][CH2:15][CH2:16]2)[n:9]1.[CH3:24][N:25]([CH3:26])[CH:27]=[O:28].[H-:22].[Na+:23]>>[c:5]1([O:21][CH2:17][C:18]#[C:19][CH3:20])[n:6][s:7][c:8]([CH2:10][CH:11]2[CH2:12][CH2:13][CH2:14][CH2:15][CH2:16]2)[n:9]1. The reactants are ClC=1C=CC2=C([C@H](O[C@@H](C(N2CC(C)(C)C)=O)CC(=O)O)C2=C(C=CC=C2)Cl)C1 (trans-7-chloro-5-(2-chlorophenyl)-1-neopentyl-2-oxo-1,2,3,5-tetrahydro-4,1-benzoxazepine-3-acetic acid), CN1CCOCC1 (N-methylmorpholine), [BH4-].[Na+] (sodium borohydride), C(OCC)(=O)Cl (ethyl chlorocarbonate). Run in O1CCCC1 (tetrahydrofuran), CO (methanol). Conditions: time 15 minute. The product is ClC=1C=CC2=C([C@H](O[C@@H](C(N2CC(C)(C)C)=O)CCO)C2=C(C=CC=C2)Cl)C1 (trans-7-chloro-5-(2-chlorophenyl)-1-neopentyl-2-oxo-1,2,3,5-tetrahydro-4,1-benzoxazepine-3-ethanol). The yield is 99.8%. Reaction SMILES: [Cl:1][C:2]1[CH:3]=[CH:4][C:5]2[N:11]([CH2:12][C:13]([CH3:16])([CH3:15])[CH3:14])[C:10](=[O:17])[C@@H:9]([CH2:18][C:19](O)=[O:20])[O:8][C@H:7]([C:22]3[CH:27]=[CH:26][CH:25]=[CH:24][C:23]=3[Cl:28])[C:6]=2[CH:29]=1.CN1CCOCC1.C(Cl)(=O)OCC.[BH4-].[Na+]>O1CCCC1.CO>[Cl:1][C:2]1[CH:3]=[CH:4][C:5]2[N:11]([CH2:12][C:13]([CH3:16])([CH3:15])[CH3:14])[C:10](=[O:17])[C@@H:9]([CH2:18][CH2:19][OH:20])[O:8][C@H:7]([C:22]3[CH:27]=[CH:26][CH:25]=[CH:24][C:23]=3[Cl:28])[C:6]=2[CH:29]=1 |f:3.4|. Procedure details: In 200 ml of tetrahydrofuran was dissolved 14.7 g of trans-7-chloro-5-(2-chlorophenyl)-1-neopentyl-2-oxo-1,2,3,5-tetrahydro-4,1-benzoxazepine-3-acetic acid obtained in Example 2 and 4.51 ml of N-methylmorpholine. To the solution was added 3.92 ml of ethyl chlorocarbonate at -10° C.; the mixture was then stirred for 15 minutes. After the addition of 3.86 g of sodium borohydride, 200 ml of methanol was added dropwise to the solution. The mixture was stirred for one hour at room temperature and the... The reactants are COC=1C=CC2=C(N=C(S2)C(=O)N2CCOCC2)C1[N+](=O)[O-] (5-methoxy-2-(morpholin-4-ylcarbonyl)-4-nitro-1,3-benzothiazole). Reagents/catalysts: [Pd] (palladium on activated carbon). Solvent: CO (methanol). Run at time 18 hour. The product is COC1=CC=C2C(N=C(S2)C(=O)N2CCOCC2)=C1N (5-methoxy-2-(morpholin-4-ylcarbonyl)-1,3-benzothiazol-4-amine). Yield: 90.7%. As a reaction SMILES: [CH3:1][O:2][C:3]1[CH:4]=[CH:5][C:6]2[S:10][C:9]([C:11]([N:13]3[CH2:18][CH2:17][O:16][CH2:15][CH2:14]3)=[O:12])=[N:8][C:7]=2[C:19]=1[N+:20]([O-])=O>[Pd].CO>[CH3:1][O:2][C:3]1[C:19]([NH2:20])=[C:7]2[N:8]=[C:9]([C:11]([N:13]3[CH2:14][CH2:15][O:16][CH2:17][CH2:18]3)=[O:12])[S:10][C:6]2=[CH:5][CH:4]=1. Reported procedure: 20 mg of 10% palladium on activated carbon is added to 210 mg (0.65 mmol) of 5-methoxy-2-(morpholin-4-ylcarbonyl)-4-nitro-1,3-benzothiazole in solution in 10 ml of methanol. The reaction medium is then placed under stirring under a hydrogen atmosphere for 18 hours. The catalyst is then filtered out and the solvent evaporated off. 173 mg of the expected product (crude yield=91%) is obtained in the form of a yellow oil and is used in the following stage without other purification. Starting materials: BrCC1=C2N=C(C(=NC2=CC(=C1Cl)Cl)OCC)OCC (5-bromomethyl-6,7-dichloro-2,3-diethoxyquinoxaline), N1N=CN=C1 (1,2,4-triazole), C([O-])([O-])=O.[K+].[K+] (potassium carbonate). The solvent is CN(C(C)=O)C (N,N-dimethylacetamide), C(C)(=O)OCC (ethyl acetate). Run at temperature 50 celsius, time 18 hour. Product: ClC=1C(=C2N=C(C(=NC2=CC1Cl)OC)OC)CN1N=CN=C1 (6,7-dichloro-2,3-dimethoxy-5-(1,2,4-triazol-1-ylmethyl)quinoxaline). Isolated yield 58.2%. RXN SMILES: Br[CH2:2][C:3]1[C:12]([Cl:13])=[C:11]([Cl:14])[CH:10]=[C:9]2[C:4]=1[N:5]=[C:6]([O:18][CH2:19]C)[C:7]([O:15][CH2:16]C)=[N:8]2.[NH:21]1[CH:25]=[N:24][CH:23]=[N:22]1.C(=O)([O-])[O-].[K+].[K+]>CN(C)C(=O)C.C(OCC)(=O)C>[Cl:13][C:12]1[C:3]([CH2:2][N:21]2[CH:25]=[N:24][CH:23]=[N:22]2)=[C:4]2[C:9](=[CH:10][C:11]=1[Cl:14])[N:8]=[C:7]([O:15][CH3:16])[C:6]([O:18][CH3:19])=[N:5]2 |f:2.3.4|. Reported procedure: A mixture of 5-bromomethyl-6,7-dichloro-2,3-diethoxyquinoxaline (Preparation 1,176 mg, 0.5 mmol), 1,2,4-triazole (69 mg, 1.0 mmol) and anhydrous potassium carbonate (138 mg, 1.0 mmol) in dry N,N-dimethylacetamide (2 mL) was heated at 50° C. with stirring for 18 hours. The mixture was diluted with ethyl acetate, washed with water, and concentrated under reduced pressure. The residue was purified by flash chromatography using a hexane:ethyl acetate:methanol gradient to give 6,7-dichloro-2,3-dimeth... The reactants are ClC=1C=C(C=CC1Cl)C12CN(CC2C2CCC1C2)C(=O)OCC (3a-(3,4-dichlorophenyl)octahydro-4,7-methano-2H-isoindole-2-carboxylic acid, ethyl ester), Cl (hydrochloric acid). The product is Cl.ClC=1C=C(C=CC1Cl)C12CNCC2C2CCC1C2 ((-)-3a-(3,4-dichlorophenyl)octahydro-4,7-methano-1H-isoindole hydrochloride). As a reaction SMILES: [Cl:1][C:2]1[CH:3]=[C:4]([C:9]23[CH:17]4[CH2:18][CH:14]([CH2:15][CH2:16]4)[CH:13]2[CH2:12][N:11](C(OCC)=O)[CH2:10]3)[CH:5]=[CH:6][C:7]=1[Cl:8].Cl>>[ClH:1].[Cl:1][C:2]1[CH:3]=[C:4]([C:9]23[CH:17]4[CH2:18][CH:14]([CH2:15][CH2:16]4)[CH:13]2[CH2:12][NH:11][CH2:10]3)[CH:5]=[CH:6][C:7]=1[Cl:8] |f:2.3|. Reported procedure: By the method of Example 26, (-)-3a-(3,4-dichlorophenyl)octahydro-2-methyl-4,7-methano-1H-isoindole is reacted with ethyl chloroformate in toluene to give the corresponding 3a-(3,4-dichlorophenyl)octahydro-4,7-methano-2H-isoindole-2-carboxylic acid, ethyl ester. This urethane is hydrolyzed with hydrochloric acid and the solution is evaporated to give (-)-3a-(3,4-dichlorophenyl)octahydro-4,7-methano-1H-isoindole hydrochloride as colorless crystals. The solvent is OCC(O)CO (glycerol), OCC(O)CO (glycerol). The reactants are [Si]([O-])([O-])([O-])[O-].[Na+].[Na+].[Na+].[Na+] (Sodium silicate), COC=1C=C2C(=C3C1C4=C(C(=O)CC4)C(=O)O3)[C@@H]5C=CO[C@@H]5O2 (aflatoxin B1), Polyvinylamine, [N+](=O)([O-])C1=C(C(=O)O)C=C(C=C1)SSC=1C=CC(=C(C(=O)O)C1)[N+](=O)[O-] (5,5′-dithiobis-(2-nitrobenzoic acid)), [I-].C(C)(=O)SCC[N+](C)(C)C (acetylthiocholine iodide), C(C)O[Si](OCC)(OCC)OCC (TEOS), CCC(CC)COC(C1=CC=CC=C1)(C2=CC=CC=C2)C(=O)N(C)CC[NH+](C)C.[Cl-] (X-100), C(C)O[Si](OCC)(OCC)OCC (tetraethylorthosilicate), CCOP(=O)(OCC)OC=1C=CC(=CC1)[N+](=O)[O-] (paraoxon), carboxymethylcellulose sodium salt. Reaction SMILES: [Si]([O-])([O-])([O-])[O-].[Na+].[Na+].[Na+].[Na+].C(O[Si:13](OCC)(OCC)OCC)C.CCOP([O:31][C:32]1C=CC([N+]([O-])=O)=CC=1)(OCC)=O.COC1C=C2O[C@@H]3[C@@H](C=CO3)C2=C2OC(=O)C3C(CCC=3C=12)=O.[N+](C1C=CC(SSC2C=CC([N+]([O-])=O)=C(C=2)C(O)=O)=CC=1C(O)=O)([O-])=O.CCC(C[O:96][C:97]([C:110](N(CC[NH+](C)C)C)=[O:111])([C:104]1C=CC=CC=1)C1C=CC=CC=1)CC.[Cl-].[I-].[C:121](SCC[N+](C)(C)C)(=[O:123])[CH3:122]>OCC(CO)O>[CH2:122]([SiH2:13][CH2:104][CH:97]([CH2:110][OH:111])[OH:96])[CH:121]([CH2:32][OH:31])[OH:123] |f:0.1.2.3.4,9.10,11.12|. Yields the product C(C(O)CO)[SiH2]CC(O)CO (Diglyceryl silane). Procedure: Sodium silicate solution (˜14% NaOH, ˜27% SiO2), tetraethylorthosilicate (TEOS, 98%), Dowex 50WX8-100 ion-exchange resin, acetylcholinesterase (AChE, from electrophorus electricus, EC 3.1.1.7), paraoxon, aflatoxin B1 (AfB1, from aspergillus flavus), 5,5′-dithiobis-(2-nitrobenzoic acid) (DTNB), carboxymethylcellulose sodium salt (CMC), and Triton X-100 were obtained from Sigma-Aldrich. Anhydrous glycerol and acetylthiocholine iodide (ATCh) were purchased from Fluka BioChemika Ultra (UK). Diglycer... The reactants are CCCCCCCCCCCCC(O)=S, CC(C)SCCCCCCCCCCCC(=O)O, CN1C(=O)CCC2(C)C3CCC4(C)C(O)CCC4C3CCC12, CC(O)C1CCC2C3CCC4N(C)C(=O)CCC4(C)C3CCC12C. The product is CC(C)SCCCCCCCCCCCC(=O)OC1CCC2C3CCC4N(C)C(=O)CCC4(C)C3CCC12C. Reaction SMILES: [CH2:65]([CH2:66][CH2:67][CH2:68][CH2:69][CH2:70][CH2:71][CH2:72][CH2:73][CH2:74][CH2:75][C:76]([OH:77])=[S:78])[CH3:79].[CH:23]([CH3:24])([CH3:25])[S:26][CH2:27][CH2:28][CH2:29][CH2:30][CH2:31][CH2:32][CH2:33][CH2:34][CH2:35][CH2:36][CH2:37][C:38](=[O:39])[OH:40].[OH:1][CH:2]1[C:3]2([CH3:4])[CH:5]([CH2:6][CH2:7]1)[CH:8]1[CH2:9][CH2:10][CH:11]3[N:12]([CH3:22])[C:13](=[O:21])[CH2:14][CH2:15][C:16]3([CH3:17])[CH:18]1[CH2:19][CH2:20]2.[OH:41][CH:42]([CH:43]1[C:44]2([CH3:45])[CH:46]([CH:47]3[CH:48]([CH2:49][CH2:50]2)[C:51]2([CH3:52])[CH:53]([N:54]([CH3:55])[C:56](=[O:57])[CH2:58][CH2:59]2)[CH2:60][CH2:61]3)[CH2:62][CH2:63]1)[CH3:64]>>[O:1]([CH:2]1[C:3]2([CH3:4])[CH:5]([CH2:6][CH2:7]1)[CH:8]1[CH2:9][CH2:10][CH:11]3[N:12]([CH3:22])[C:13](=[O:21])[CH2:14][CH2:15][C:16]3([CH3:17])[CH:18]1[CH2:19][CH2:20]2)[C:38]([CH2:37][CH2:36][CH2:35][CH2:34][CH2:33][CH2:32][CH2:31][CH2:30][CH2:29][CH2:28][CH2:27][S:26][CH:23]([CH3:24])[CH3:25])=[O:39].